This data is from the Open Reaction Database (ORD), a public repository of structured organic reaction records. The task is: describe an organic reaction: reactants, conditions, products, and yield Conditions: time 8 hour. The reactants are N1C=NC(=C1)C=1C(=NOC1C)C1=CC=CC=C1 (4-(1H-imidazol-4-yl)-5-methyl-3-phenyl-isoxazole), FC1=CC=C(C=C1)B(O)O (4-fluorophenylboronic acid), N (ammonia), Cu(OH), CN(C)CCN(C)C (TMEDA). The solvent is O (water), CO (methanol). Procedure details: To a mixture of 4-(1H-imidazol-4-yl)-5-methyl-3-phenyl-isoxazole (112.6 mg, 0.5 mmol) containing [Cu(OH).TMEDA]2Cl2 (23.2 mg, 0.05 mmol) in dry methanol (5 mL) was added 4-fluorophenylboronic acid (140 mg, 1.0 mmol) under an air atmosphere and the resulting mixture stirred at room temperature overnight. After this time, concentrated ammonia solution (2 mL) was added and then the resulting mixture was diluted with water (20 mL) and extracted with ethyl acetate. The organic extracts were then drie... RXN SMILES: [NH:1]1[CH:5]=[C:4]([C:6]2[C:7]([C:12]3[CH:17]=[CH:16][CH:15]=[CH:14][CH:13]=3)=[N:8][O:9][C:10]=2[CH3:11])[N:3]=[CH:2]1.CN(CCN(C)C)C.[F:26][C:27]1[CH:32]=[CH:31][C:30](B(O)O)=[CH:29][CH:28]=1.N>CO.O>[F:26][C:27]1[CH:32]=[CH:31][C:30]([N:1]2[CH:5]=[C:4]([C:6]3[C:7]([C:12]4[CH:13]=[CH:14][CH:15]=[CH:16][CH:17]=4)=[N:8][O:9][C:10]=3[CH3:11])[N:3]=[CH:2]2)=[CH:29][CH:28]=1. Isolated yield 21.3%. Product: FC1=CC=C(C=C1)N1C=NC(=C1)C=1C(=NOC1C)C1=CC=CC=C1 (4-[1-(4-Fluoro-phenyl)-1H-imidazol-4-yl]-5-methyl-3-phenyl-isoxazole).